This data is from the Open Reaction Database (ORD), a public repository of structured organic reaction records. The task is: describe an organic reaction: reactants, conditions, products, and yield Starting materials: C(C)(=O)SCC(C(=O)O)CC1=CC=CC=C1 (2-Acetylthiomethyl-3-phenylpropanoic acid), C(C(=O)Cl)(=O)Cl (oxalyl chloride), acid chloride, Cl.NCCCCCC(=O)OC (6-aminohexanoic acid, methyl ester, hydrochloride), C(C)(C)N(CC)C(C)C (diisopropylethylamine). Product: C(C)(=O)SCC(C(=O)NCCCCCC(=O)OC)CC1=CC=CC=C1 ((±)-6-[[2-[(acetylthio)methyl]-1-oxo-3-phenylpropyl]amino]hexanoic acid, methyl ester). Reaction SMILES: [C:1]([S:4][CH2:5][CH:6]([CH2:10][C:11]1[CH:16]=[CH:15][CH:14]=[CH:13][CH:12]=1)[C:7]([OH:9])=O)(=[O:3])[CH3:2].C(Cl)(=O)C(Cl)=O.Cl.[NH2:24][CH2:25][CH2:26][CH2:27][CH2:28][CH2:29][C:30]([O:32][CH3:33])=[O:31].C(N(C(C)C)CC)(C)C>>[C:1]([S:4][CH2:5][CH:6]([CH2:10][C:11]1[CH:16]=[CH:15][CH:14]=[CH:13][CH:12]=1)[C:7]([NH:24][CH2:25][CH2:26][CH2:27][CH2:28][CH2:29][C:30]([O:32][CH3:33])=[O:31])=[O:9])(=[O:3])[CH3:2] |f:2.3|. Procedure: 2-Acetylthiomethyl-3-phenylpropanoic acid is reacted with oxalyl chloride and the resulting acid chloride is then reacted with 6-aminohexanoic acid, methyl ester, hydrochloride in the presence of diisopropylethylamine as more fully described in Example 6 of European Patent Application 136,883 to give (±)-6-[[2-[(acetylthio)methyl]-1-oxo-3-phenylpropyl]amino]hexanoic acid, methyl ester. The reactants are [Si](C)(C)(C(C)(C)C)OCC=1N=CN(C1)C1=C(C=C(C=C1)N1C(O[C@H](C1)CNC(C)=O)=O)F (N-[(5S)-3-(4-(4-t-Butyldimethylsilyloxymethylimidazol-1-yl)-3-fluorophenyl)-2-oxooxazolidin-5-ylmethyl]acetamide), C(C)OCC (diethyl ether). Run in C(C)(=O)O (acetic acid), C1CCOC1 (THF), O (water), ClCCl (dichloromethane). Run at time 8 hour. Product: FC=1C=C(C=CC1N1C=NC(=C1)CO)N1C(O[C@H](C1)CNC(C)=O)=O (N-[(5S)-3-(3-Fluoro-4-(4-hydroxymethylimidazol-1-yl)phenyl)-2-oxooxazolidin-5-yl-methyl]acetamide). Yield: 81.9%. Reaction SMILES: [Si]([O:8][CH2:9][C:10]1[N:11]=[CH:12][N:13]([C:15]2[CH:20]=[CH:19][C:18]([N:21]3[CH2:25][C@H:24]([CH2:26][NH:27][C:28](=[O:30])[CH3:29])[O:23][C:22]3=[O:31])=[CH:17][C:16]=2[F:32])[CH:14]=1)(C(C)(C)C)(C)C.C(OCC)C>C(O)(=O)C.C1COCC1.O.ClCCl>[F:32][C:16]1[CH:17]=[C:18]([N:21]2[CH2:25][C@H:24]([CH2:26][NH:27][C:28](=[O:30])[CH3:29])[O:23][C:22]2=[O:31])[CH:19]=[CH:20][C:15]=1[N:13]1[CH:14]=[C:10]([CH2:9][OH:8])[N:11]=[CH:12]1. Reported procedure: N-[(5S)-3-(4-(4-t-Butyldimethylsilyloxymethylimidazol-1-yl)-3-fluorophenyl)-2-oxooxazolidin-5-ylmethyl]acetamide (6.0 g) was dissolved in a mixture of acetic acid (60 ml), THF (20 ml) and water (20 ml), and left to stir overnight at ambient temperature. Solvents were evporated at 40° in vacuo to give a gum. This was dissolved in dichloromethane (25 ml), and dry diethyl ether (100 ml) stirred in. The precipitate was triturated and stirred until properly solid, then filtered, washed with ether, an... Product: CC(C)Oc1ccc(C(=O)OCc2ccccc2)cc1C(C)(C)C. Reaction SMILES: [C:1]([CH3:2])([CH3:3])([CH3:4])[c:5]1[cH:6][c:7]([C:8](=[O:9])[O:10][CH2:11][c:12]2[cH:13][cH:14][cH:15][cH:16][cH:17]2)[cH:18][cH:19][c:20]1[OH:21].[C:22](=[O:23])([O-:24])[O-:25].[CH2:32]([C:33]([CH3:34])=[O:35])[CH3:36].[I:28][CH:29]([CH3:30])[CH3:31].[K+:26].[K+:27]>>[C:1]([CH3:2])([CH3:3])([CH3:4])[c:5]1[cH:6][c:7]([C:8](=[O:9])[O:10][CH2:11][c:12]2[cH:13][cH:14][cH:15][cH:16][cH:17]2)[cH:18][cH:19][c:20]1[O:21][CH:29]([CH3:30])[CH3:31]. The reactants are CC(C)(C)c1cc(C(=O)OCc2ccccc2)ccc1O, O=C([O-])[O-], CCC(C)=O, CC(C)I, [K+], [K+]. Reactants: CCS, CS(=O)(=O)OCCCc1cn(C(c2ccccc2)(c2ccccc2)c2ccccc2)c(F)n1, [H-], [Na+], CN(C)C=O. Yields the product CCSCCCc1cn(C(c2ccccc2)(c2ccccc2)c2ccccc2)c(F)n1. Reaction SMILES: [CH2:1]([CH3:2])[SH:3].[F:6][c:7]1[n:8]([C:20]([c:21]2[cH:22][cH:23][cH:24][cH:25][cH:26]2)([c:27]2[cH:28][cH:29][cH:30][cH:31][cH:32]2)[c:33]2[cH:34][cH:35][cH:36][cH:37][cH:38]2)[cH:9][c:10]([CH2:12][CH2:13][CH2:14][O:15][S:16]([CH3:17])(=[O:18])=[O:19])[n:11]1.[H-:4].[Na+:5].[O:39]=[CH:40][N:41]([CH3:42])[CH3:43]>>[CH2:1]([CH3:2])[S:3][CH2:14][CH2:13][CH2:12][c:10]1[cH:9][n:8]([C:20]([c:21]2[cH:22][cH:23][cH:24][cH:25][cH:26]2)([c:27]2[cH:28][cH:29][cH:30][cH:31][cH:32]2)[c:33]2[cH:34][cH:35][cH:36][cH:37][cH:38]2)[c:7]([F:6])[n:11]1. The reactants are CC(=O)Nc1nc(C)c(-c2ccc(S(=O)(=O)Cl)s2)s1, COC(=O)C(N)CO, CCN(C(C)C)C(C)C, ClCCl, CN(C)C=O. The product is COC(=O)C(CO)NS(=O)(=O)c1ccc(-c2sc(NC(C)=O)nc2C)s1. RXN SMILES: [C:1]([CH3:2])(=[O:3])[NH:4][c:5]1[s:6][c:7](-[c:11]2[cH:12][cH:13][c:14]([S:16](=[O:17])(=[O:18])[Cl:19])[s:15]2)[c:8]([CH3:10])[n:9]1.[CH3:20][O:21][C:22]([CH:23]([CH2:24][OH:25])[NH2:26])=[O:27].[CH:28]([N:29]([CH2:30][CH3:31])[CH:32]([CH3:33])[CH3:34])([CH3:35])[CH3:36].[Cl:37][CH2:38][Cl:39].[O:40]=[CH:41][N:42]([CH3:43])[CH3:44]>>[C:1]([CH3:2])(=[O:3])[NH:4][c:5]1[s:6][c:7](-[c:11]2[cH:12][cH:13][c:14]([S:16](=[O:17])(=[O:18])[NH:26][CH:23]([C:22]([O:21][CH3:20])=[O:27])[CH2:24][OH:25])[s:15]2)[c:8]([CH3:10])[n:9]1. Starting materials: [H-].[H-].[H-].[H-].[Li+].[Al+3] (LiAlH4), N1C(NC(C12CCC1(OCCO1)CC2)=O)=O (9,12-dioxa-1,3-diaza-dispiro[4.2.4.2]tetradecane-2,4-dione), [C@@H]([C@H](C(=O)[O-])O)(C(=O)[O-])O.[Na+].[K+] (Rochelle's salt). Run in C1CCOC1 (THF), C1CCOC1 (THF). Conditions: time 8 hour. The product is N1C(NCC12CCC1(OCCO1)CC2)=O (9,12-Dioxa-1,3-diaza-dispiro[4.2.4.2]tetradecan-2-one). Isolated yield 57.5%. Reaction SMILES: [NH:1]1[C:5]2([CH2:14][CH2:13][C:8]3([O:12][CH2:11][CH2:10][O:9]3)[CH2:7][CH2:6]2)[C:4](=O)[NH:3][C:2]1=[O:16].[H-].[H-].[H-].[H-].[Li+].[Al+3].[C@H](O)(C([O-])=O)[C@@H](O)C([O-])=O.[Na+].[K+]>C1COCC1>[NH:1]1[C:5]2([CH2:14][CH2:13][C:8]3([O:12][CH2:11][CH2:10][O:9]3)[CH2:7][CH2:6]2)[CH2:4][NH:3][C:2]1=[O:16] |f:1.2.3.4.5.6,7.8.9|. Procedure details: A suspension of 9,12-dioxa-1,3-diaza-dispiro[4.2.4.2]tetradecane-2,4-dione (9.64 g, 42.6 mmol) in 143 mL of dry THF was treated at 0° C. with a solution of LiAlH4 1M in THF (94.0 mL, 94.0 mmol). The resulting mixture was stirred overnight at room temperature under nitrogen. An aqueous saturated solution of Rochelle's salt was added. It was stirred for 3 h, extracted 4× with EtOAc and 3× with dichloromethane. Organic portions were combined and concentrated. The crude was purified by silica gel co... Reactants: CC(O)C1=CCC2C(=CBr)CCCC12C, O=C(CBr)NCC(F)(F)C(F)(F)F, C[Si](C)(C)[N-][Si](C)(C)C, CN(C)C=O, CCCCCC, [Cl-], [NH4+], [Na+], C1CCOC1. Yields the product CC(OCC(=O)NCC(F)(F)C(F)(F)F)C1=CCC2C(=CBr)CCCC12C. RXN SMILES: [Br:16][CH:17]=[C:18]1[CH2:19][CH2:20][CH2:21][C:22]2([CH3:30])[C:23]([CH:27]([CH3:28])[OH:29])=[CH:24][CH2:25][CH:26]12.[Br:31][CH2:32][C:33](=[O:34])[NH:35][CH2:36][C:37]([C:38]([F:39])([F:40])[F:41])([F:42])[F:43].[CH3:1][Si:2]([CH3:3])([CH3:4])[N-:5][Si:6]([CH3:7])([CH3:8])[CH3:9].[CH3:46][N:47]([CH3:48])[CH:49]=[O:50].[CH3:51][CH2:52][CH2:53][CH2:54][CH2:55][CH3:56].[Cl-:44].[NH4+:45].[Na+:10].[O:11]1[CH2:12][CH2:13][CH2:14][CH2:15]1>>[Br:16][CH:17]=[C:18]1[CH2:19][CH2:20][CH2:21][C:22]2([CH3:30])[C:23]([CH:27]([CH3:28])[O:29][CH2:32][C:33](=[O:34])[NH:35][CH2:36][C:37]([C:38]([F:39])([F:40])[F:41])([F:42])[F:43])=[CH:24][CH2:25][CH:26]12. Starting materials: C1=CC=CC=2OC3=C(C21)C=CC=C3 (dibenzofuran), S(=O)(=O)(O[IH](=O)C1=CC=CC=C1)C1=CC=C(C)C=C1 (phenyliodoso tosylate), C(C)OCC (diethyl ether). Run in C(C)(=O)O (acetic acid). Run at temperature 50 celsius, time 3.5 hour. Yields the product S(=O)(=O)([O-])C1=CC=C(C)C=C1.C1(=CC=CC=2OC3=C(C21)C=CC=C3)C=3C=C(C=CC3)[IH+] (3-dibenzofuranyl phenyl iodonium tosylate). RXN SMILES: [CH:1]1[C:9]2[C:8]3[CH:10]=[CH:11][CH:12]=[CH:13][C:7]=3[O:6][C:5]=2[CH:4]=[CH:3][CH:2]=1.[S:14]([C:26]1[CH:32]=[CH:31][C:29]([CH3:30])=[CH:28][CH:27]=1)([O:17][IH:18]([C:20]1[CH:25]=[CH:24][CH:23]=[CH:22][CH:21]=1)=O)(=[O:16])=[O:15].C(OCC)C>C(O)(=O)C>[S:14]([C:26]1[CH:32]=[CH:31][C:29]([CH3:30])=[CH:28][CH:27]=1)([O-:17])(=[O:16])=[O:15].[C:1]1([C:22]2[CH:21]=[C:20]([IH+:18])[CH:25]=[CH:24][CH:23]=2)[C:9]2[C:8]3[CH:10]=[CH:11][CH:12]=[CH:13][C:7]=3[O:6][C:5]=2[CH:4]=[CH:3][CH:2]=1 |f:4.5|. Reported procedure: A mixture of 16.8 grams (0.1 mole) dibenzofuran and 39.2 grams (0.1 mole) phenyliodoso tosylate in 150 ml glacial acetic acid was stirred for 3.5 hours at 50° C. There was added to the mixture, 200 ml diethyl ether which resulted in the precipitation of 3-dibenzofuranyl phenyl iodonium tosylate. The mixture was suspended in water to remove unreacted phenyliodoso tosylate then filtered and dried. A 62.5% yield of the above salt was obtained having a melting point of 188°-190° C. Reactants: O=C(O)c1ccc(CBr)cc1, C=CCCO, [H-], [Na+], C1CCOC1, O. Product: C=CCCOCc1ccc(C(=O)O)cc1. As a reaction SMILES: [Br:8][CH2:9][c:10]1[cH:11][cH:12][c:13]([C:14](=[O:15])[OH:16])[cH:17][cH:18]1.[CH2:3]([CH2:4][CH:5]=[CH2:6])[OH:7].[H-:1].[Na+:2].[O:20]1[CH2:21][CH2:22][CH2:23][CH2:24]1.[OH2:19]>>[CH2:3]([CH2:4][CH:5]=[CH2:6])[O:7][CH2:9][c:10]1[cH:11][cH:12][c:13]([C:14](=[O:15])[OH:16])[cH:17][cH:18]1.